This data is from the Open Reaction Database (ORD), a public repository of structured organic reaction records. The task is: describe an organic reaction: reactants, conditions, products, and yield The reactants are BrC1=CC=C(CBr)C=C1 (4-Bromobenzyl bromide), C1(=CC=CC=C1)[C@H]1CNCCO1 ((S)-2-Phenyl-morpholine), C([O-])([O-])=O.[K+].[K+] (potassium carbonate). Solvent: C(C)#N (acetonitrile). Run at time 8 hour. The product is BrC1=CC=C(CN2C[C@@H](OCC2)C2=CC=CC=C2)C=C1 ((S)-4-(4-Bromo-benzyl)-2-phenyl-morpholine). Isolated yield 67.8%. RXN SMILES: [Br:1][C:2]1[CH:9]=[CH:8][C:5]([CH2:6]Br)=[CH:4][CH:3]=1.[C:10]1([C@@H:16]2[O:21][CH2:20][CH2:19][NH:18][CH2:17]2)[CH:15]=[CH:14][CH:13]=[CH:12][CH:11]=1.C(=O)([O-])[O-].[K+].[K+]>C(#N)C>[Br:1][C:2]1[CH:9]=[CH:8][C:5]([CH2:6][N:18]2[CH2:19][CH2:20][O:21][C@@H:16]([C:10]3[CH:15]=[CH:14][CH:13]=[CH:12][CH:11]=3)[CH2:17]2)=[CH:4][CH:3]=1 |f:2.3.4|. Procedure details: 1.417 g of 4-Bromobenzyl bromide and 0.617 g of (S)-2-Phenyl-morpholine in 11 mL of acetonitrile were stirred at room temperature and 1.567 g of potassium carbonate was added. The reaction was stirred at room temperature overnight. The solution was filtered through Celite and concentrated in vacuo to afford a brown solid. Purification by flash chromatography afforded 0.851 g of product. 68% yield ES MS m/z 331.